describe an organic reaction: reactants, conditions, products, and yield From a dataset of the Open Reaction Database (ORD), a public repository of structured organic reaction records. Starting materials: CO, CC(=O)O, O=C(C1CCNCC1)N1CCC1, O=C1CN(C(c2ccccc2)c2ccccc2)C1. The product is O=C(C1CCN(C2CN(C(c3ccccc3)c3ccccc3)C2)CC1)N1CCC1. As a reaction SMILES: [CH3:31][OH:32].[CH3:33][C:34](=[O:35])[OH:36].[N:1]1([C:5](=[O:6])[CH:7]2[CH2:8][CH2:9][NH:10][CH2:11][CH2:12]2)[CH2:2][CH2:3][CH2:4]1.[c:13]1([CH:19]([N:20]2[CH2:21][C:22](=[O:24])[CH2:23]2)[c:25]2[cH:26][cH:27][cH:28][cH:29][cH:30]2)[cH:14][cH:15][cH:16][cH:17][cH:18]1>>[N:1]1([C:5](=[O:6])[CH:7]2[CH2:8][CH2:9][N:10]([CH:22]3[CH2:21][N:20]([CH:19]([c:13]4[cH:14][cH:15][cH:16][cH:17][cH:18]4)[c:25]4[cH:26][cH:27][cH:28][cH:29][cH:30]4)[CH2:23]3)[CH2:11][CH2:12]2)[CH2:2][CH2:3][CH2:4]1. Starting materials: C1(=CC=CC=C1)[Mg]Br (phenylmagnesium bromide), COC1=CC=C(C=C1)C=1N=NC(=CC1C1=CC=C(C=C1)OC)Cl (3,4-Bis(4-methoxyphenyl)-6-chloropyridazine), O.C(Cl)Cl (water methylene chloride). The reagents and catalysts are C=1C=CC(=CC1)[P](C=2C=CC=CC2)(C=3C=CC=CC3)[Pd]([P](C=4C=CC=CC4)(C=5C=CC=CC5)C=6C=CC=CC6)([P](C=7C=CC=CC7)(C=8C=CC=CC8)C=9C=CC=CC9)[P](C=1C=CC=CC1)(C=1C=CC=CC1)C=1C=CC=CC1 (Tetrakis(triphenylphosphine)palladium). Run in C1=CC=CC=C1 (benzene). Run at temperature 60 celsius, time 75 minute. Yields the product COC1=CC=C(C=C1)C=1N=NC(=CC1C1=CC=C(C=C1)OC)C1=CC=CC=C1 (3,4-bis(4-methoxyphenyl)-6-phenylpyridazine). Isolated yield 36.9%. Reaction SMILES: [CH3:1][O:2][C:3]1[CH:8]=[CH:7][C:6]([C:9]2[N:10]=[N:11][C:12](Cl)=[CH:13][C:14]=2[C:15]2[CH:20]=[CH:19][C:18]([O:21][CH3:22])=[CH:17][CH:16]=2)=[CH:5][CH:4]=1.[C:24]1([Mg]Br)[CH:29]=[CH:28][CH:27]=[CH:26][CH:25]=1.O.C(Cl)Cl>C1C=CC=CC=1.C1C=CC([P]([Pd]([P](C2C=CC=CC=2)(C2C=CC=CC=2)C2C=CC=CC=2)([P](C2C=CC=CC=2)(C2C=CC=CC=2)C2C=CC=CC=2)[P](C2C=CC=CC=2)(C2C=CC=CC=2)C2C=CC=CC=2)(C2C=CC=CC=2)C2C=CC=CC=2)=CC=1>[CH3:1][O:2][C:3]1[CH:8]=[CH:7][C:6]([C:9]2[N:10]=[N:11][C:12]([C:24]3[CH:29]=[CH:28][CH:27]=[CH:26][CH:25]=3)=[CH:13][C:14]=2[C:15]2[CH:20]=[CH:19][C:18]([O:21][CH3:22])=[CH:17][CH:16]=2)=[CH:5][CH:4]=1 |f:2.3,^1:45,47,66,85|. Reported procedure: 3,4-Bis(4-methoxyphenyl)-6-chloropyridazine [Eur. J. Med. Chem.-Chimica Therapeutica, 14, 53-60 (1979)] (309.3 mg, 0.95 mmol) was dissolved in benzene (2 ml). Tetrakis(triphenylphosphine)palladium [Pd(Ph3P)4] (90.6 mg, 0.08 mmol) and phenylmagnesium bromide (1.0 M tetrahydrofuran solution) (1.5 ml) were then added successively, followed by stirring at 60° C. for 75 minutes. After water-methylene chloride was added to the reaction mixture, the mixture was extracted with methylene chloride and the... The reactants are solid, C([O-])([O-])=O.[K+].[K+] (potassium carbonate), FC(CBr)F (difluoro-ethyl bromide), ClC1=NC(=CC=C1C1=C(C=2C(=NC=CN2)NC1=O)OC(C(C)(C)C)=O)Cl (2,2-dimethyl-propionic acid 7-(2,6-dichloro-pyrid-3-yl)-6-oxo-5,6-dihydro-pyrido[2,3-b]pyrazin-8-yl ester). The solvent is CN(C=O)C (N,N-dimethylformamide), C(C)(=O)OCC (ethyl acetate), O (water). Reaction conditions: temperature 120 celsius. The product is ClC1=NC(=CC=C1C1=C(C=2C(=NC=CN2)N(C1=O)CC(F)F)OC(C(C)(C)C)=O)Cl (2,2-dimethyl-propionic acid 7-(2,6-dichloro-pyrid-3-yl)-5-(2,2-difluoro-ethyl)-6-oxo-5,6-dihydro-pyrido[2,3-b]pyrazin-8-yl ester). As a reaction SMILES: [Cl:1][C:2]1[C:7]([C:8]2[C:17](=[O:18])[NH:16][C:11]3=[N:12][CH:13]=[CH:14][N:15]=[C:10]3[C:9]=2[O:19][C:20](=[O:25])[C:21]([CH3:24])([CH3:23])[CH3:22])=[CH:6][CH:5]=[C:4]([Cl:26])[N:3]=1.C(=O)([O-])[O-].[K+].[K+].[F:33][CH:34]([F:37])[CH2:35]Br>CN(C)C=O.C(OCC)(=O)C.O>[Cl:1][C:2]1[C:7]([C:8]2[C:17](=[O:18])[N:16]([CH2:35][CH:34]([F:37])[F:33])[C:11]3=[N:12][CH:13]=[CH:14][N:15]=[C:10]3[C:9]=2[O:19][C:20](=[O:25])[C:21]([CH3:22])([CH3:23])[CH3:24])=[CH:6][CH:5]=[C:4]([Cl:26])[N:3]=1 |f:1.2.3|. Reported procedure: To s suspension of 2,2-dimethyl-propionic acid 7-(2,6-dichloro-pyrid-3-yl)-6-oxo-5,6-dihydro-pyrido[2,3-b]pyrazin-8-yl ester (Example 1.7) (0.064 g) in dry N,N-dimethylformamide (3 ml) was added successively potassium carbonate (0.068 g) and difluoro-ethyl bromide (0.063 g). The reaction mixture was heated in a microwave for 20 minutes at 120° C. The reaction mixture was cooled to ambient temperature, and then diluted with ethyl acetate and water. The phases were separated and organic phase was ... Reactants: O=C(Cl)Cc1ccc(OCc2ccccc2)cc1, COc1ccc(C2CCc3cc(OC)ccc3C2)c(N)c1. Yields the product COc1ccc2c(c1)CCC(c1ccc(OC)cc1NC(=O)Cc1ccc(OCc3ccccc3)cc1)C2. As a reaction SMILES: [CH2:22]([c:23]1[cH:24][cH:25][cH:26][cH:27][cH:28]1)[O:29][c:30]1[cH:31][cH:32][c:33]([CH2:36][C:37](=[O:38])[Cl:39])[cH:34][cH:35]1.[CH3:1][O:2][c:3]1[cH:4][cH:5][c:6]([CH:10]2[CH2:11][c:12]3[cH:13][cH:14][c:15]([O:20][CH3:21])[cH:16][c:17]3[CH2:18][CH2:19]2)[c:7]([NH2:9])[cH:8]1>>[CH3:1][O:2][c:3]1[cH:4][cH:5][c:6]([CH:10]2[CH2:11][c:12]3[cH:13][cH:14][c:15]([O:20][CH3:21])[cH:16][c:17]3[CH2:18][CH2:19]2)[c:7]([NH:9][C:37]([CH2:36][c:33]2[cH:32][cH:31][c:30]([O:29][CH2:22][c:23]3[cH:24][cH:25][cH:26][cH:27][cH:28]3)[cH:35][cH:34]2)=[O:38])[cH:8]1.